This data is from the Open Reaction Database (ORD), a public repository of structured organic reaction records. The task is: describe an organic reaction: reactants, conditions, products, and yield Reactants: Cl (HCl), ClS(=O)(=O)C1=C(C(=O)OC)C(=CC=C1)[N+](=O)[O-] (methyl 2-chlorosulfonyl-6-nitrobenzoate), ice, NCCCO (3-amino-1-propanol). Run in C1CCOC1 (THF). Reaction conditions: time 30 minute. The product is OCCCNS(=O)(=O)C1=C(C(=O)OC)C(=CC=C1)[N+](=O)[O-] (Methyl 2-[N-(3-Hydroxypropyl)aminosulfonyl]-6-nitrobenzoate). RXN SMILES: Cl[S:2]([C:5]1[CH:14]=[CH:13][CH:12]=[C:11]([N+:15]([O-:17])=[O:16])[C:6]=1[C:7]([O:9][CH3:10])=[O:8])(=[O:4])=[O:3].[NH2:18][CH2:19][CH2:20][CH2:21][OH:22].Cl>C1COCC1>[OH:22][CH2:21][CH2:20][CH2:19][NH:18][S:2]([C:5]1[CH:14]=[CH:13][CH:12]=[C:11]([N+:15]([O-:17])=[O:16])[C:6]=1[C:7]([O:9][CH3:10])=[O:8])(=[O:4])=[O:3]. Reported procedure: A solution of methyl 2-chlorosulfonyl-6-nitrobenzoate (2.80g, 10 mmol) in 100 ml of THF was cooled to ice temperature and stirred in an ice-bath while a solution of 3-amino-1-propanol (99%) (1.67g, 22 mmol) was added dropwise over a period of 45 minutes. Stirring in the ice-bath was continued for 30 minutes. The reaction miture than was acidified by addition of 3.0 ml of 1.2N HCl. The THF was evaporated under reduced pressure and the residue taken up in 100 ml of ethyl acetate. After extracting ... Reactants: O=C([O-])[O-], C[Si](C)(C)C#CCc1ccc(OCc2ccccc2)cc1, CO, [K+], [K+], O. Yields the product C#CCc1ccc(OCc2ccccc2)cc1. RXN SMILES: [C:24](=[O:25])([O-:26])[O-:27].[CH2:3]([c:4]1[cH:5][cH:6][cH:7][cH:8][cH:9]1)[O:10][c:11]1[cH:12][cH:13][c:14]([CH2:17][C:18]#[C:19][Si:20]([CH3:21])([CH3:22])[CH3:23])[cH:15][cH:16]1.[CH3:1][OH:2].[K+:28].[K+:29].[OH2:30]>>[CH2:3]([c:4]1[cH:5][cH:6][cH:7][cH:8][cH:9]1)[O:10][c:11]1[cH:12][cH:13][c:14]([CH2:17][C:18]#[CH:19])[cH:15][cH:16]1.